describe an organic reaction: reactants, conditions, products, and yield From a dataset of the Open Reaction Database (ORD), a public repository of structured organic reaction records. Yields the product C(CCCCCCCCCCCCCCC)(=O)OC(CC(=O)NCCC(=O)N[C@@H](CC(=O)O)C(=O)O)CCCCCCCCCCCCCCC (N-[N-(3-hexadecanoyloxyoctadecanoyl)-β-alanyl]-L-aspartic acid). Procedure details: Starting from 3-hexadecanoyloxyoctadecanoic acid (150 mg) prepared by the method described in Preparation A-2 (5) and N-(β-alanyl)-L-aspartic acid (150 mg), N-[N-(3-hexadecanoyloxyoctadecanoyl)-β-alanyl]-L-aspartic acid (50 mg) was obtained as powder according to a similar manner to that of Example 2. As a reaction SMILES: [C:1]([O:18][CH:19]([CH2:24][CH2:25][CH2:26][CH2:27][CH2:28][CH2:29][CH2:30][CH2:31][CH2:32][CH2:33][CH2:34][CH2:35][CH2:36][CH2:37][CH3:38])[CH2:20][C:21]([OH:23])=O)(=[O:17])[CH2:2][CH2:3][CH2:4][CH2:5][CH2:6][CH2:7][CH2:8][CH2:9][CH2:10][CH2:11][CH2:12][CH2:13][CH2:14][CH2:15][CH3:16].[NH2:39][CH2:40][CH2:41][C:42]([NH:44][C@H:45]([C:50]([OH:52])=[O:51])[CH2:46][C:47]([OH:49])=[O:48])=[O:43]>>[C:1]([O:18][CH:19]([CH2:24][CH2:25][CH2:26][CH2:27][CH2:28][CH2:29][CH2:30][CH2:31][CH2:32][CH2:33][CH2:34][CH2:35][CH2:36][CH2:37][CH3:38])[CH2:20][C:21]([NH:39][CH2:40][CH2:41][C:42]([NH:44][C@H:45]([C:50]([OH:52])=[O:51])[CH2:46][C:47]([OH:49])=[O:48])=[O:43])=[O:23])(=[O:17])[CH2:2][CH2:3][CH2:4][CH2:5][CH2:6][CH2:7][CH2:8][CH2:9][CH2:10][CH2:11][CH2:12][CH2:13][CH2:14][CH2:15][CH3:16]. Reactants: C(CCCCCCCCCCCCCCC)(=O)OC(CC(=O)O)CCCCCCCCCCCCCCC (3-hexadecanoyloxyoctadecanoic acid), ( 5 ), NCCC(=O)N[C@@H](CC(=O)O)C(=O)O (N-(β-alanyl)-L-aspartic acid). Yield: 24.8%. Reactants: NC1=C(C=C(C=C1)O)CNC1CCN(CC1)CC1=CC=CC=C1 (4-amino-3-[(1-benzyl-piperidin-4-yl-amino)-methyl]-phenol), C(=O)(C=1NC=CN1)C=1NC=CN1 (carbonyl diimidazole). Solvent: O1CCCC1 (tetrahydrofuran). Run at temperature 0 celsius, time 30 minute. Yields the product C(C1=CC=CC=C1)N1CCC(CC1)N1C(NC2=CC=C(C=C2C1)O)=O (3-(1-Benzyl-piperidin-4-yl)-6-hydroxy-3,4-dihydro-1H-quinazolin-2-one). Isolated yield 58.1%. Reaction SMILES: [NH2:1][C:2]1[CH:7]=[CH:6][C:5]([OH:8])=[CH:4][C:3]=1[CH2:9][NH:10][CH:11]1[CH2:16][CH2:15][N:14]([CH2:17][C:18]2[CH:23]=[CH:22][CH:21]=[CH:20][CH:19]=2)[CH2:13][CH2:12]1.[C:24](C1NC=CN=1)(C1NC=CN=1)=[O:25]>O1CCCC1>[CH2:17]([N:14]1[CH2:13][CH2:12][CH:11]([N:10]2[CH2:9][C:3]3[C:2](=[CH:7][CH:6]=[C:5]([OH:8])[CH:4]=3)[NH:1][C:24]2=[O:25])[CH2:16][CH2:15]1)[C:18]1[CH:19]=[CH:20][CH:21]=[CH:22][CH:23]=1. Procedure details: A stirred solution of 4-amino-3-[(1-benzyl-piperidin-4-yl-amino)-methyl]-phenol (0.16 g, 0.51 mmol) in tetrahydrofuran (3 mL) at 0° C. was treated with carbonyl diimidazole (52 mg, 0.51 mmol). The reaction was stirred for 30 min at 0° C. and at reflux for 1 h. After cooling to room temperature, the solvent was evaporated and the residue purified by column to afford 100 mg (57%) of the desired product. LC/MS: tR=1.09 min, 338.28 (MH)+. Reactants: OC1=C(C=C(C=C1)C=CC(=O)O)OC (3-(4-Hydroxy-3-methoxy-phenyl)-acrylic acid), [H][H] (hydrogen). The reagents and catalysts are [Pd] (Pd/C). Solvent: CCOC(=O)C (EtOAc), CO (MeOH). Yields the product OC1=C(C=C(C=C1)CCC(=O)O)OC (3-(4-Hydroxy-3-methoxy-phenyl)-propionic acid). Yield: 89.1%. RXN SMILES: [OH:1][C:2]1[CH:7]=[CH:6][C:5]([CH:8]=[CH:9][C:10]([OH:12])=[O:11])=[CH:4][C:3]=1[O:13][CH3:14].[H][H]>CCOC(C)=O.CO.[Pd]>[OH:1][C:2]1[CH:7]=[CH:6][C:5]([CH2:8][CH2:9][C:10]([OH:12])=[O:11])=[CH:4][C:3]=1[O:13][CH3:14]. Reported procedure: To a solution of 3-(4-Hydroxy-3-methoxy-phenyl)-acrylic acid (20 g, 103 mmol) in EtOAc (100 ml) and MeOH (100 ml) was added carefully 10% Pd/C (2.0 g), the reaction mixture was shaken in Parr apparatus for 5 hs under 30-40 psi of hydrogen, then the solution was passed through a celite pad and the catalyst was washed with methanol, the filtrate was concentrated and dried at 50° C. under reduced pressure to give product (18 g, 89.16%). LC-MS: m/e 195 (M−1).